Dataset: the Open Reaction Database (ORD), a public repository of structured organic reaction records. Task: describe an organic reaction: reactants, conditions, products, and yield The reactants are C(C)OC(C(C)(C1CCN(CC1)C1=NC=C(C=C1)[N+](=O)[O-])C)=O (2-methyl-2-(5′-nitro-3,4,5,6-tetrahydro-2H-[1,2′]bipyridinyl-4-yl)-propionic acid ethyl ester), [OH-].[Na+] (sodium hydroxide). The solvent is O1CCCC1 (tetrahydrofuran), CO (methanol). Conditions: temperature 140 celsius. Product: CC(C(=O)O)(C)C1CCN(CC1)C1=NC=C(C=C1)[N+](=O)[O-] (2-methyl-2-(5′-nitro-3,4,5,6-tetrahydro-2H-[1,2′]bipyridinyl-4-yl)-propionic acid). Isolated yield 71.6%. Reaction SMILES: C([O:3][C:4](=[O:23])[C:5]([CH3:22])([CH:7]1[CH2:12][CH2:11][N:10]([C:13]2[CH:18]=[CH:17][C:16]([N+:19]([O-:21])=[O:20])=[CH:15][N:14]=2)[CH2:9][CH2:8]1)[CH3:6])C.[OH-].[Na+]>O1CCCC1.CO>[CH3:22][C:5]([CH:7]1[CH2:8][CH2:9][N:10]([C:13]2[CH:18]=[CH:17][C:16]([N+:19]([O-:21])=[O:20])=[CH:15][N:14]=2)[CH2:11][CH2:12]1)([CH3:6])[C:4]([OH:23])=[O:3] |f:1.2|. Procedure details: To a solution of 2-methyl-2-(5′-nitro-3,4,5,6-tetrahydro-2H-[1,2′]bipyridinyl-4-yl)-propionic acid ethyl ester (321 mg, 1.0 mmol) in tetrahydrofuran (2 mL) and methanol (6 mL) was added sodium hydroxide solution (1N, 2 mL). The mixture was heated in a microwave at 140° C. for 1.5 hr. The mixture was evaporated and the residue was dissolved in hot methanol and water. The clear solution was then acidified with 1N hydrochloric acid (2.5 mL). The resulting pale yellow precipitate was filtered and dr...